Dataset: the Open Reaction Database (ORD), a public repository of structured organic reaction records. Task: describe an organic reaction: reactants, conditions, products, and yield RXN SMILES: C(Cl)(=O)C(Cl)=O.[C:7]([O:11][C:12]([N:14]([C:28]1[CH:33]=[CH:32][N:31]=[CH:30][CH:29]=1)[CH2:15][CH2:16][O:17][C:18]1[CH:19]=[C:20]([CH:24]=[C:25]([Cl:27])[CH:26]=1)[C:21]([OH:23])=O)=[O:13])([CH3:10])([CH3:9])[CH3:8].CCN(C(C)C)C(C)C.[F:43][C:44]1[CH:45]=[C:46]([NH:50][CH2:51][CH2:52][CH2:53][N:54]2[N:58]=[N:57][CH:56]=[N:55]2)[CH:47]=[CH:48][CH:49]=1>ClCCl.CN(C=O)C.CN(C1C=CN=CC=1)C>[C:7]([O:11][C:12](=[O:13])[N:14]([CH2:15][CH2:16][O:17][C:18]1[CH:19]=[C:20]([C:21](=[O:23])[N:50]([C:46]2[CH:47]=[CH:48][CH:49]=[C:44]([F:43])[CH:45]=2)[CH2:51][CH2:52][CH2:53][N:54]2[N:58]=[N:57][CH:56]=[N:55]2)[CH:24]=[C:25]([Cl:27])[CH:26]=1)[C:28]1[CH:33]=[CH:32][N:31]=[CH:30][CH:29]=1)([CH3:9])([CH3:8])[CH3:10]. The solvent is ClCCl (dichloromethane), CN(C)C=O (DMF), ClCCl (dichloromethane). Yields the product C(C)(C)(C)OC(N(C1=CC=NC=C1)CCOC1=CC(=CC(=C1)C(N(CCCN1N=CN=N1)C1=CC(=CC=C1)F)=O)Cl)=O ({2-[3-Chloro-5-(3-fluorophenyl-(3-tetrazol-2-yl-propyl)-carbamoyl)-phenoxy]-ethyl}-pyridin-4-yl-carbamic acid tert-butyl ester). Reactants: C(C(=O)Cl)(=O)Cl (Oxalyl chloride), C(C)(C)(C)OC(=O)N(CCOC=1C=C(C(=O)O)C=C(C1)Cl)C1=CC=NC=C1 (3-[2-(tert-butoxycarbonyl-pyridin-4-yl-amino)-ethoxy]-5-chloro-benzoic acid), FC=1C=C(C=CC1)NCCCN1N=CN=N1 (3-fluorophenyl-(3-tetrazol-2-yl-propyl)-amine), CCN(C(C)C)C(C)C (DIPEA). Reagents/catalysts: CN(C)C=1C=CN=CC1 (DMAP). Reported procedure: 2M Oxalyl chloride solution in dichloromethane (0.11 ml) and dry DMF (0.002 ml) were added to a stirred suspension of 3-[2-(tert-butoxycarbonyl-pyridin-4-yl-amino)-ethoxy]-5-chloro-benzoic acid (0.060 g) in dry dichloromethane (1 ml) under nitrogen. After 5 min, DIPEA (0.090 ml) was added followed after a further 40 min by 3-fluorophenyl-(3-tetrazol-2-yl-propyl)-amine (0.066 g) and DMAP (0.002 g). After 3 days the solvent was evaporated and the residue was purified by flash chromatography elutin... Yield: 86.8%. Conditions: time 5 minute. Starting materials: C(=O)(O)C=1CCOC2=C(C1)C=CC=C2 (2,3-dihydro-4-carboxybenzoxepine), C(C)O (ethanol). Solvent: S(O)(O)(=O)=O (sulphuric acid). Product: C(C)OC(=O)C=1CCOC2=C(C1)C=CC=C2 (2,3-Dihydro-4-(ethoxycarbonyl)-benzoxepine). RXN SMILES: [C:1]([C:4]1[CH2:5][CH2:6][O:7][C:8]2[CH:14]=[CH:13][CH:12]=[CH:11][C:9]=2[CH:10]=1)([OH:3])=[O:2].[CH2:15](O)[CH3:16]>S(=O)(=O)(O)O>[CH2:15]([O:2][C:1]([C:4]1[CH2:5][CH2:6][O:7][C:8]2[CH:14]=[CH:13][CH:12]=[CH:11][C:9]=2[CH:10]=1)=[O:3])[CH3:16]. Procedure: A mixture of 8.2 g (0.043 mol) of 2,3-dihydro-4-carboxybenzoxepine in 150 ml of ethanol and 5 ml of concentrated sulphuric acid is brought to reflux for 6 hours. The reaction mixture is subsequently concentrated under reduced pressure and the residue is taken up in water. The combined mixture is extracted with ethyl acetate. The organic phase is then washed with sodium bicarbonate and then with water and dried over anhydrous sodium sulphate before being concentrated under reduced pressure. 8.5 g... Reactants: CO, CCOC(=O)c1ccc2cc(-c3ccc(OCc4c(-c5c(Cl)cccc5Cl)noc4C(C)C)cc3C)ccc2n1, Cl, [Na+], C1CCOC1, [OH-], O. Product: Cc1cc(OCc2c(-c3c(Cl)cccc3Cl)noc2C(C)C)ccc1-c1ccc2nc(C(=O)O)ccc2c1. As a reaction SMILES: [CH3:50][OH:51].[Cl:3][c:4]1[c:5](-[c:11]2[n:12][o:13][c:14]([CH:40]([CH3:41])[CH3:42])[c:15]2[CH2:16][O:17][c:18]2[cH:19][c:20]([CH3:39])[c:21](-[c:24]3[cH:25][c:26]4[cH:27][cH:28][c:29]([C:34](=[O:35])[O:36][CH2:37][CH3:38])[n:30][c:31]4[cH:32][cH:33]3)[cH:22][cH:23]2)[c:6]([Cl:10])[cH:7][cH:8][cH:9]1.[ClH:43].[Na+:2].[O:45]1[CH2:46][CH2:47][CH2:48][CH2:49]1.[OH-:1].[OH2:44]>>[Cl:3][c:4]1[c:5](-[c:11]2[n:12][o:13][c:14]([CH:40]([CH3:41])[CH3:42])[c:15]2[CH2:16][O:17][c:18]2[cH:19][c:20]([CH3:39])[c:21](-[c:24]3[cH:25][c:26]4[cH:27][cH:28][c:29]([C:34](=[O:35])[OH:36])[n:30][c:31]4[cH:32][cH:33]3)[cH:22][cH:23]2)[c:6]([Cl:10])[cH:7][cH:8][cH:9]1. Starting materials: O=C([O-])[O-], CC(c1cc2cccc(Cl)c2nc1Cl)N1C(=O)c2ccccc2C1=O, [Cs+], [Cs+], FC(F)(F)c1cc[nH]n1, CN(C)C=O, O. Product: CC(c1cc2cccc(Cl)c2nc1-n1ccc(C(F)(F)F)n1)N1C(=O)c2ccccc2C1=O. Reaction SMILES: [C:35](=[O:36])([O-:37])[O-:38].[Cl:1][c:2]1[n:3][c:4]2[c:5]([Cl:25])[cH:6][cH:7][cH:8][c:9]2[cH:10][c:11]1[CH:12]([CH3:13])[N:14]1[C:15](=[O:24])[c:16]2[cH:17][cH:18][cH:19][cH:20][c:21]2[C:22]1=[O:23].[Cs+:39].[Cs+:40].[F:26][C:27]([c:28]1[n:29][nH:30][cH:31][cH:32]1)([F:33])[F:34].[O:41]=[CH:42][N:43]([CH3:44])[CH3:45].[OH2:46]>>[c:2]1(-[n:30]2[n:29][c:28]([C:27]([F:26])([F:33])[F:34])[cH:32][cH:31]2)[n:3][c:4]2[c:5]([Cl:25])[cH:6][cH:7][cH:8][c:9]2[cH:10][c:11]1[CH:12]([CH3:13])[N:14]1[C:15](=[O:24])[c:16]2[cH:17][cH:18][cH:19][cH:20][c:21]2[C:22]1=[O:23]. Starting materials: Cc1cc(C(=O)Cl)ccc1Br, CNC(C)=CC(=O)OC, Cl, C1CCOC1, c1ccncc1, c1ccncc1. Yields the product CN=C(C)C(C(=O)OC)C(=O)c1ccc(Br)c(C)c1. Reaction SMILES: [Br:1][c:2]1[c:3]([CH3:11])[cH:4][c:5]([C:6](=[O:7])[Cl:8])[cH:9][cH:10]1.[CH3:12][O:13][C:14]([CH:15]=[C:16]([CH3:17])[NH:18][CH3:19])=[O:20].[ClH:27].[O:34]1[CH2:35][CH2:36][CH2:37][CH2:38]1.[cH:21]1[cH:22][cH:23][n:24][cH:25][cH:26]1.[n:28]1[cH:29][cH:30][cH:31][cH:32][cH:33]1>>[Br:1][c:2]1[c:3]([CH3:11])[cH:4][c:5]([C:6](=[O:7])[CH:15]([C:14]([O:13][CH3:12])=[O:20])[C:16]([CH3:17])=[N:18][CH3:19])[cH:9][cH:10]1. Reactants: O=C1c2ncc3c(ccn3Cc3ccc(F)cc3F)c2CN1OCc1ccccc1, Fc1ccc(CBr)c(F)c1. Product: O=C1c2ncc3c(ccn3Cc3ccc(F)cc3F)c2CN1O. As a reaction SMILES: [CH2:1]([c:2]1[cH:3][cH:4][cH:5][cH:6][cH:7]1)[O:8][N:9]1[C:10](=[O:30])[c:11]2[n:12][cH:13][c:14]3[c:15]([c:16]2[CH2:17]1)[cH:18][cH:19][n:20]3[CH2:21][c:22]1[c:23]([F:29])[cH:24][c:25]([F:28])[cH:26][cH:27]1.[F:31][c:32]1[cH:33][c:34]([F:35])[cH:36][cH:37][c:38]1[CH2:39][Br:40]>>[OH:8][N:9]1[C:10](=[O:30])[c:11]2[n:12][cH:13][c:14]3[c:15]([c:16]2[CH2:17]1)[cH:18][cH:19][n:20]3[CH2:21][c:22]1[c:23]([F:29])[cH:24][c:25]([F:28])[cH:26][cH:27]1. Starting materials: F[B-](F)(F)F, CC(C)(C)OC(=O)N1C(C(C(=O)O)c2ccc(Cl)cc2)CCC1(C)C, CCN(C(C)C)C(C)C, ClCCl, Cl, Cl, c1ccc(-c2cnc3[nH]ncc3c2N2CCNCC2)cc1, CN(C)C(On1nnc2ccccc21)=[N+](C)C. The product is CC(C)(C)OC(=O)N1C(C(C(=O)N2CCN(c3c(-c4ccccc4)cnc4[nH]ncc34)CC2)c2ccc(Cl)cc2)CCC1(C)C. RXN SMILES: [B-:58]([F:59])([F:60])([F:61])[F:62].[C:33]([CH3:34])([CH3:35])([CH3:36])[O:37][C:38](=[O:39])[N:40]1[CH:41]([CH:47]([C:48](=[O:49])[OH:50])[c:51]2[cH:52][cH:53][c:54]([Cl:57])[cH:55][cH:56]2)[CH2:42][CH2:43][C:44]1([CH3:45])[CH3:46].[CH:1]([N:2]([CH2:3][CH3:4])[CH:5]([CH3:6])[CH3:7])([CH3:8])[CH3:9].[Cl:80][CH2:81][Cl:82].[ClH:10].[ClH:11].[c:12]1(-[c:18]2[c:19]([N:27]3[CH2:28][CH2:29][NH:30][CH2:31][CH2:32]3)[c:20]3[c:21]([n:22][cH:23]2)[nH:24][n:25][cH:26]3)[cH:13][cH:14][cH:15][cH:16][cH:17]1.[n:63]1([O:64][C:65]([N:66]([CH3:67])[CH3:68])=[N+:69]([CH3:70])[CH3:71])[c:72]2[cH:73][cH:74][cH:75][cH:76][c:77]2[n:78][n:79]1>>[c:12]1(-[c:18]2[c:19]([N:27]3[CH2:28][CH2:29][N:30]([C:48]([CH:47]([CH:41]4[N:40]([C:38]([O:37][C:33]([CH3:34])([CH3:35])[CH3:36])=[O:39])[C:44]([CH3:45])([CH3:46])[CH2:43][CH2:42]4)[c:51]4[cH:52][cH:53][c:54]([Cl:57])[cH:55][cH:56]4)=[O:49])[CH2:31][CH2:32]3)[c:20]3[c:21]([n:22][cH:23]2)[nH:24][n:25][cH:26]3)[cH:13][cH:14][cH:15][cH:16][cH:17]1.